Dataset: the Open Reaction Database (ORD), a public repository of structured organic reaction records. Task: describe an organic reaction: reactants, conditions, products, and yield Reactants: BrC=1C=C2C(=CNC2=C(C1)C(=O)N)C1CCS(CC1)(=O)=O (5-bromo-3-(1,1-dioxidotetrahydro-2H-thiopyran-4-yl)-1H-indole-7-carboxamide), CC(CCC=1SC(=CC1)B1OC(C(O1)(C)C)(C)C)(C)O[Si](CC)(CC)CC (({1,1-dimethyl-3-[5-(4,4,5,5-tetramethyl-1,3,2-dioxaborolan-2-yl)-2-thienyl]propyl}oxy)(triethyl)silane), C([O-])([O-])=O.[K+].[K+] (potassium carbonate), palladium tetrakistriphenylphosphine, O (water). Run in O1CCOCC1 (dioxane). Conditions: temperature 150 celsius. Yields the product O=S1(CCC(CC1)C1=CNC2=C(C=C(C=C12)C=1SC(=CC1)CCC(C)(O[Si](CC)(CC)CC)C)C(=O)N)=O (3-(1,1-Dioxidotetrahydro-2H-thiopyran-4-yl)-5-(5-{3-methyl-3-[(triethylsilyl)oxy]butyl}-2-thienyl)-1H-indole-7-carboxamide). Reaction SMILES: Br[C:2]1[CH:3]=[C:4]2[C:8](=[C:9]([C:11]([NH2:13])=[O:12])[CH:10]=1)[NH:7][CH:6]=[C:5]2[CH:14]1[CH2:19][CH2:18][S:17](=[O:21])(=[O:20])[CH2:16][CH2:15]1.[CH3:22][C:23]([O:41][Si:42]([CH2:47][CH3:48])([CH2:45][CH3:46])[CH2:43][CH3:44])([CH3:40])[CH2:24][CH2:25][C:26]1[S:27][C:28](B2OC(C)(C)C(C)(C)O2)=[CH:29][CH:30]=1.C(=O)([O-])[O-].[K+].[K+].O>O1CCOCC1>[O:20]=[S:17]1(=[O:21])[CH2:18][CH2:19][CH:14]([C:5]2[C:4]3[C:8](=[C:9]([C:11]([NH2:13])=[O:12])[CH:10]=[C:2]([C:28]4[S:27][C:26]([CH2:25][CH2:24][C:23]([CH3:40])([O:41][Si:42]([CH2:47][CH3:48])([CH2:43][CH3:44])[CH2:45][CH3:46])[CH3:22])=[CH:30][CH:29]=4)[CH:3]=3)[NH:7][CH:6]=2)[CH2:15][CH2:16]1 |f:2.3.4|. Reported procedure: 5-bromo-3-(1,1-dioxidotetrahydro-2H-thiopyran-4-yl)-1H-indole-7-carboxamide (90 mg, 0.24 mmol), ({1,1-dimethyl-3-[5-(4,4,5,5-tetramethyl-1,3,2-dioxaborolan-2-yl)-2-thienyl]propyl}oxy)(triethyl)silane (149 mg, 0.36 mmol, 1.5 eq), potassium carbonate (200 mg, 1.4 mmol, 6 eq), and palladium tetrakistriphenylphosphine (28 mg, 0.024 mmol, 0.1 eq) were diluted in dioxane (1.5 mL) and water (0.5 mL) in a 2-5 mL microwave vial. The mixture was degassed by bubbling argon through for 5 minutes, then heate... Starting materials: Cn1cc(Br)nc(Nc2ccc(C3CCNCC3)cc2)c1=O, [BH3-]C#N, CO, [Cl-], [Cl-], [Na+], O=C1COC1, [Zn+2]. Product: Cn1cc(Br)nc(Nc2ccc(C3CCN(C4COC4)CC3)cc2)c1=O. As a reaction SMILES: [Br:1][c:2]1[n:3][c:4]([NH:10][c:11]2[cH:12][cH:13][c:14]([CH:17]3[CH2:18][CH2:19][NH:20][CH2:21][CH2:22]3)[cH:15][cH:16]2)[c:5](=[O:9])[n:6]([CH3:8])[cH:7]1.[C:28]([BH3-:29])#[N:30].[CH3:32][OH:33].[Cl-:34].[Cl-:36].[Na+:31].[O:23]1[CH2:24][C:25](=[O:27])[CH2:26]1.[Zn+2:35]>>[Br:1][c:2]1[n:3][c:4]([NH:10][c:11]2[cH:12][cH:13][c:14]([CH:17]3[CH2:18][CH2:19][N:20]([CH:25]4[CH2:24][O:23][CH2:26]4)[CH2:21][CH2:22]3)[cH:15][cH:16]2)[c:5](=[O:9])[n:6]([CH3:8])[cH:7]1. The product is C(CCC)C(=O)CCCC (n-butyl ketone). Reaction SMILES: [CH2:1]([Mg]Br)[CH2:2][CH2:3][CH3:4].[I-].[C:8]([O-:11])(=O)[CH3:9].[Na+].[Cr](Cl)([O-])(=O)=O.[NH+]1C=C[CH:21]=[CH:20][CH:19]=1.C(=O)(O)[O-].[Na+]>O1CCCC1.ClCCl.O1CCOCC1.O.Cl.[Cu]>[CH2:1]([C:8]([CH2:9][CH2:19][CH2:20][CH3:21])=[O:11])[CH2:2][CH2:3][CH3:4] |f:2.3,4.5,6.7,10.11|. The reagents and catalysts are [Cu] (copper), Cl (Hydrochloric acid). Procedure: n-Butyl magnesium bromide (2 M solution in diethyl ether; 1 ml; 2 mM) was added to a suspension of copper I iodide (0.038 gm; 0.2 mM) in dry tetrahydrofuran (50 ml) at -78° C. under an aron atmosphere. The suspension was stirred at this temperature for a further fifteen minutes and then the protected α,β-unsaturated aldehyde was added as a solution in dry tetrahydrofuran (10 ml). The reaction mixture was stirred at -78° C. for fifteen minutes, 0° C. for one hour and room temperature for three da... Solvent: O1CCCC1 (tetrahydrofuran), O1CCOCC1.O (1,4-dioxan water), ClCCl (dichloromethane), O1CCCC1 (tetrahydrofuran). Reactants: C(CCC)[Mg]Br (n-Butyl magnesium bromide), [I-] (iodide), C(C)(=O)[O-].[Na+] (sodium acetate), [Cr](=O)(=O)([O-])Cl.[NH+]1=CC=CC=C1 (pyridinium chlorochromate), α,β-unsaturated aldehyde, C([O-])(O)=O.[Na+] (sodium bicarbonate). The reactants are C(#N)C1=CC=C(CNC(C(OC)C2=C(C=C(C=C2)O)F)=O)C=C1 ((RS)-N-(4-cyano-benzyl)-2-(2-fluoro-4-hydroxy-phenyl)-2-methoxy-acetamide), O(C1=CC=CC=C1)CCO (2-phenoxyethanol), N(=NC(=O)OCC)C(=O)OCC (diethyl azodicarboxylate), C1(=CC=CC=C1)P(C1=CC=CC=C1)C1=CC=CC=C1 (triphenyl-phosphine). The solvent is C1CCOC1 (THF). The product is C(#N)C1=CC=C(CNC(C(OC)C2=C(C=C(C=C2)OCCOC2=CC=CC=C2)F)=O)C=C1 ((RS)-N-(4-cyano-benzyl)-2-[2-fluoro-4-(2-phenoxy-ethoxy)-phenyl]-2-methoxy-acetamide). As a reaction SMILES: [C:1]([C:3]1[CH:23]=[CH:22][C:6]([CH2:7][NH:8][C:9](=[O:21])[CH:10]([C:13]2[CH:18]=[CH:17][C:16]([OH:19])=[CH:15][C:14]=2[F:20])[O:11][CH3:12])=[CH:5][CH:4]=1)#[N:2].[O:24]([CH2:31][CH2:32]O)[C:25]1[CH:30]=[CH:29][CH:28]=[CH:27][CH:26]=1.N(C(OCC)=O)=NC(OCC)=O.C1(P(C2C=CC=CC=2)C2C=CC=CC=2)C=CC=CC=1>C1COCC1>[C:1]([C:3]1[CH:4]=[CH:5][C:6]([CH2:7][NH:8][C:9](=[O:21])[CH:10]([C:13]2[CH:18]=[CH:17][C:16]([O:19][CH2:32][CH2:31][O:24][C:25]3[CH:30]=[CH:29][CH:28]=[CH:27][CH:26]=3)=[CH:15][C:14]=2[F:20])[O:11][CH3:12])=[CH:22][CH:23]=1)#[N:2]. Procedure: In analogy to example 22.1, (RS)-N-(4-cyano-benzyl)-2-(2-fluoro-4-hydroxy-phenyl)-2-methoxy-acetamide (example 70.4) was reacted with 2-phenoxyethanol, diethyl azodicarboxylate and triphenyl-phosphine in THF to give (RS)-N-(4-cyano-benzyl)-2-[2-fluoro-4-(2-phenoxy-ethoxy)-phenyl]-2-methoxy-acetamide. Colorless oil. MS 435.3 ([M+H]+) Reactants: C(C)(=O)OO (peracetic acid), S([O-])(O)=O.[K+] (potassium bisulfite), BrC1=CC(=CC(=C1)F)Cl (1-bromo-3-chloro-5-fluorobenzene), C(C)(C)(C)[Li] (tert-butyllithium), B(OC)(OC)OC (trimethyl borate). Run in CCOCC (ether). Run at temperature -78 celsius, time 1 hour. The product is ClC=1C=C(C=C(C1)F)O (3-Chloro-5-fluorophenol). RXN SMILES: Br[C:2]1[CH:7]=[C:6]([F:8])[CH:5]=[C:4]([Cl:9])[CH:3]=1.C([Li])(C)(C)C.B(OC)(OC)[O:16]C.C(OO)(=O)C.S(=O)(O)[O-].[K+]>CCOCC>[Cl:9][C:4]1[CH:3]=[C:2]([OH:16])[CH:7]=[C:6]([F:8])[CH:5]=1 |f:4.5|. Procedure details: To a solution of 1-bromo-3-chloro-5-fluorobenzene (16 g, 76 mmol) in 250 mL of anhydrous ether at −78° C. was added tert-butyllithium (1.7 M, 100 mL, 170 mmol). After stirring at −78° C. for 1 h, trimethyl borate (20 mL, 176 mmol) was added, and the reaction was allowed to warm to room temperature overnight. The resulting mixture was cooled to −10° C., and was added peracetic acid (32% in acetic acid, 35 mL). After stirring at 0° C. for 30 min, potassium bisulfite (5 g) was added. After stirring...